This data is from the Open Reaction Database (ORD), a public repository of structured organic reaction records. The task is: describe an organic reaction: reactants, conditions, products, and yield Starting materials: O=C1CCC(=O)N1Br, O=C(OOC(=O)c1ccccc1)c1ccccc1, ClC(Cl)(Cl)Cl, CC1(C)Cc2c(Cl)ccc([N+](=O)[O-])c2O1. Product: CC1(C)Oc2c([N+](=O)[O-])ccc(Cl)c2C1Br. RXN SMILES: [Br:16][N:17]1[C:18](=[O:19])[CH2:20][CH2:21][C:22]1=[O:23].[C:24]([O:25][O:26][C:27](=[O:28])[c:29]1[cH:30][cH:31][cH:32][cH:33][cH:34]1)(=[O:35])[c:36]1[cH:37][cH:38][cH:39][cH:40][cH:41]1.[C:42]([Cl:43])([Cl:44])([Cl:45])[Cl:46].[Cl:1][c:2]1[cH:3][cH:4][c:5]([N+:13](=[O:14])[O-:15])[c:6]2[c:7]1[CH2:8][C:9]([CH3:11])([CH3:12])[O:10]2>>[Cl:1][c:2]1[cH:3][cH:4][c:5]([N+:13](=[O:14])[O-:15])[c:6]2[c:7]1[CH:8]([Br:16])[C:9]([CH3:11])([CH3:12])[O:10]2. Reactants: C1(CCC1)Br (cyclobutyl bromide), II (iodine), [Mg] (magnesium), resultant mixture, C(C1=CC=CC=C1)OC=1C=C(C(=O)OCC)C=C(C1I)OCC (ethyl 3-(benzyloxy)-5-ethoxy-4-iodobenzoate), C1(CCCCC1)P(C1=C(C=CC=C1)C1=C(C=CC=C1OC)OC)C1CCCCC1 (dicyclohexyl(2′,6′-dimethoxybiphenyl-2-yl)phosphine). The reagents and catalysts are [Zn] (zinc), C=1C=CC(=CC1)/C=C/C(=O)/C=C/C2=CC=CC=C2.C=1C=CC(=CC1)/C=C/C(=O)/C=C/C2=CC=CC=C2.C=1C=CC(=CC1)/C=C/C(=O)/C=C/C2=CC=CC=C2.[Pd].[Pd] (tris(dibenzylideneacetone)dipalladium(0)), [Br-].[Zn+2].[Br-] (zinc bromide). The solvent is C1CCOC1 (THF), C1CCOC1 (THF), C(C)(=O)OCC (ethyl acetate), CN(C)C=O (DMF), C1CCOC1 (THF). Reaction conditions: time 2 hour. Yields the product C(C1=CC=CC=C1)OC=1C=C(C(=O)OCC)C=C(C1C1CCC1)OCC (Ethyl 3-(benzyloxy)-4-cyclobutyl-5-ethoxybenzoate). Isolated yield 42.1%. As a reaction SMILES: II.[Mg].[CH:4]1(Br)[CH2:7][CH2:6][CH2:5]1.[CH2:9]([O:16][C:17]1[CH:18]=[C:19]([CH:25]=[C:26]([O:29][CH2:30][CH3:31])[C:27]=1I)[C:20]([O:22][CH2:23][CH3:24])=[O:21])[C:10]1[CH:15]=[CH:14][CH:13]=[CH:12][CH:11]=1.C1(P(C2CCCCC2)C2C=CC=CC=2C2C(OC)=CC=CC=2OC)CCCCC1>[Br-].[Zn+2].[Br-].[Zn].C1C=CC(/C=C/C(/C=C/C2C=CC=CC=2)=O)=CC=1.C1C=CC(/C=C/C(/C=C/C2C=CC=CC=2)=O)=CC=1.C1C=CC(/C=C/C(/C=C/C2C=CC=CC=2)=O)=CC=1.[Pd].[Pd].C(OCC)(=O)C.CN(C=O)C.C1COCC1>[CH2:9]([O:16][C:17]1[CH:18]=[C:19]([CH:25]=[C:26]([O:29][CH2:30][CH3:31])[C:27]=1[CH:4]1[CH2:7][CH2:6][CH2:5]1)[C:20]([O:22][CH2:23][CH3:24])=[O:21])[C:10]1[CH:11]=[CH:12][CH:13]=[CH:14][CH:15]=1 |f:5.6.7,9.10.11.12.13|. Procedure: A catalytic amount of iodine was added to a mixture of magnesium (10.8 g) and THF (180 mL), then a THF (90 mL) solution of cyclobutyl bromide (30 g) was slowly added thereto at room temperature, and the mixture was stirred at the same temperature as above for 2 hours. A THF (120 mL) solution of zinc bromide (50.0 g) was added to the reaction mixture at 0° C., and the mixture was stirred at the same temperature as above for 2 hours. The zinc reagent (140 mL) prepared above was added to a mixture ...